This data is from the Open Reaction Database (ORD), a public repository of structured organic reaction records. The task is: describe an organic reaction: reactants, conditions, products, and yield Starting materials: CC(=O)OC(C)=O, CC#N, [K+], CC(=O)[O-], O=c1[nH]c(-c2cccc(O)c2)nc2ccsc12. Product: CC(=O)Oc1cccc(-c2nc3ccsc3c(=O)[nH]2)c1. As a reaction SMILES: [CH3:23][C:24]([O:25][C:26]([CH3:27])=[O:28])=[O:29].[CH3:30][C:31]#[N:32].[K+:22].[O-:18][C:19](=[O:20])[CH3:21].[OH:1][c:2]1[cH:3][c:4](-[c:8]2[nH:9][c:10](=[O:17])[c:11]3[c:12]([n:13]2)[cH:14][cH:15][s:16]3)[cH:5][cH:6][cH:7]1>>[O:1]([c:2]1[cH:3][c:4](-[c:8]2[nH:9][c:10](=[O:17])[c:11]3[c:12]([n:13]2)[cH:14][cH:15][s:16]3)[cH:5][cH:6][cH:7]1)[C:19](=[O:18])[CH3:21]. Starting materials: C1(O)=CC=C(O)C=C1 (hydroquinone), C(CCCCCCCC)(=O)Cl (nonanic acid chloride), Cl (hydrogen chloride). Run in N1=CC=CC=C1 (pyridine). Yields the product C(CCCCCCC)C(=O)OC1=CC=C(C=C1)O (4-octylcarbonyloxyphenol). Reaction SMILES: [C:1](Cl)(=[O:10])[CH2:2][CH2:3][CH2:4][CH2:5][CH2:6][CH2:7][CH2:8][CH3:9].[C:12]1([CH:19]=[CH:18][C:16]([OH:17])=[CH:15][CH:14]=1)[OH:13].Cl>N1C=CC=CC=1>[CH2:2]([C:1]([O:13][C:12]1[CH:19]=[CH:18][C:16]([OH:17])=[CH:15][CH:14]=1)=[O:10])[CH2:3][CH2:4][CH2:5][CH2:6][CH2:7][CH2:8][CH3:9]. Procedure details: After adding 17 g of nonanic acid chloride to 200 ml of pyridine dissolved with 47 g of hydroquinone, the mixture was heated for 2 hours. Following neutralization of hydrogen chloride, the crude of 4-octylcarbonyloxyphenol was obtained by extracting with chloroform. The crude compound was purified by passing through silica-gel column to obtain pure 4-octylcarbonyloxyphenol (J). (I) was reacted with (J) to obtain the compound (G) same procedure as example 14. (G) was a smectic liquid crystal comp... Starting materials: CC(=O)OC(C)c1ccc(C(=O)OCc2ccccc2)cc1, ClC(Cl)Cl, O=P([O-])([O-])[O-]. Product: CC(O)c1ccc(C(=O)OCc2ccccc2)cc1. RXN SMILES: [C:1](=[O:2])([CH3:3])[O:4][CH:5]([CH3:6])[c:7]1[cH:8][cH:9][c:10]([C:13](=[O:14])[O:15][CH2:16][c:17]2[cH:18][cH:19][cH:20][cH:21][cH:22]2)[cH:11][cH:12]1.[CH:28]([Cl:29])([Cl:30])[Cl:31].[O-:23][P:24](=[O:25])([O-:26])[O-:27]>>[OH:4][CH:5]([CH3:6])[c:7]1[cH:8][cH:9][c:10]([C:13](=[O:14])[O:15][CH2:16][c:17]2[cH:18][cH:19][cH:20][cH:21][cH:22]2)[cH:11][cH:12]1. The reactants are C1(=CC=CC=C1)C(NCCSC(=O)OC1=CC=C(C=C1)[N+](=O)[O-])(C1=CC=CC=C1)C1=CC=CC=C1 (N-triphenylmethyl-2-paranitrophenoxycarbonylthioethylamine), N1CCOCC1 (morpholine). Yields the product O1CCN(CC1)C(=O)SCCN (2-morpholinocarbonylthioethylamine). As a reaction SMILES: C1(C(C2C=CC=CC=2)(C2C=CC=CC=2)[NH:8][CH2:9][CH2:10][S:11][C:12]([O:14]C2C=CC([N+]([O-])=O)=CC=2)=O)C=CC=CC=1.[NH:36]1[CH2:41][CH2:40][O:39][CH2:38][CH2:37]1>>[O:39]1[CH2:40][CH2:41][N:36]([C:12]([S:11][CH2:10][CH2:9][NH2:8])=[O:14])[CH2:37][CH2:38]1. Reported procedure: N-triphenylmethyl-2-paranitrophenoxycarbonylthioethylamine (300 mg) and morpholine (162 μl) were subjected to similar reactions to those described in References 2 and 4 to give 2-morpholinocarbonylthioethylamine (crude formate: 134 mg). The product was dissolved in anhydrous methanol (3 ml). To the reaction solution were added triethylamine (486 μl) and mitomycin A (195 mg: 0.8 molar equivalent). The mixture was treated in a similar manner to that described in Example 1 to obtain Compound 33 (17... The reactants are CCO, CC(C)(NC(=O)CCl)c1ccccc1, N. Product: CC(C)(NC(=O)CN)c1ccccc1. Reaction SMILES: [CH3:16][CH2:17][OH:18].[Cl:1][CH2:2][C:3](=[O:4])[NH:5][C:6]([c:7]1[cH:8][cH:9][cH:10][cH:11][cH:12]1)([CH3:13])[CH3:14].[NH3:15]>>[CH2:2]([C:3](=[O:4])[NH:5][C:6]([c:7]1[cH:8][cH:9][cH:10][cH:11][cH:12]1)([CH3:13])[CH3:14])[NH2:15]. The reactants are Cl (hydrogen chloride), ClC=1C(=NC=C(C1)Cl)C(CNC(C1=C(C=CC=C1)C(F)(F)F)=O)=NO (N-[2-(3,5-dichloropyridin-2-yl)-2-(hydroxyimino)ethyl]-2-(trifluoromethyl)benzamide), C([O-])([O-])=O.[K+].[K+] (potassium carbonate), IC(C)C (2-iodopropane). Solvent: O1CCOCC1 (1,4-dioxane), O (water), CN(C=O)C (N,N-dimethylformamide), C(C)O (ethanol). Run at time 12 hour. Product: ClC=1C(=NC=C(C1)Cl)C(CNC(C1=C(C=CC=C1)C(F)(F)F)=O)=NOC(C)C (N-[2-(3,5-dichloropyridin-2-yl)-2-(isopropoxyimino)ethyl]-2-(trifluoromethyl)benzamide). The yield is 19.9%. As a reaction SMILES: [Cl:1][C:2]1[C:3]([C:9](=[N:24][OH:25])[CH2:10][NH:11][C:12](=[O:23])[C:13]2[CH:18]=[CH:17][CH:16]=[CH:15][C:14]=2[C:19]([F:22])([F:21])[F:20])=[N:4][CH:5]=[C:6]([Cl:8])[CH:7]=1.C(=O)([O-])[O-].[K+].[K+].I[CH:33]([CH3:35])[CH3:34].Cl>CN(C)C=O.C(O)C.O1CCOCC1.O>[Cl:1][C:2]1[C:3]([C:9](=[N:24][O:25][CH:33]([CH3:35])[CH3:34])[CH2:10][NH:11][C:12](=[O:23])[C:13]2[CH:18]=[CH:17][CH:16]=[CH:15][C:14]=2[C:19]([F:20])([F:22])[F:21])=[N:4][CH:5]=[C:6]([Cl:8])[CH:7]=1 |f:1.2.3|. Procedure details: To a suspension of 450 mg of N-[2-(3,5-dichloropyridin-2-yl)-2-(hydroxyimino)ethyl]-2-(trifluoromethyl)benzamide and 476 mg of potassium carbonate in 5 ml of N,N-dimethylformamide, 313 mg of 2-iodopropane was added, and the mixture was stirred at room temperature for 12 hours. After completion of the reaction, the reaction mixture was mixed with 20 ml of water and extracted with ethyl acetate (25 ml×2), the resulting organic layers were combined, washed with water (20 ml×1) and dried over satura...